Dataset: the Open Reaction Database (ORD), a public repository of structured organic reaction records. Task: describe an organic reaction: reactants, conditions, products, and yield The reactants are Cl.N1(CCCCC1)CCCOC=1C=C2C(=NC1)NC(=C2)C(=O)O (5-(3-piperidin-1-yl-propoxy)-1H-pyrrolo[2,3-b]pyridine-2-carboxylic acid hydrochloride), N1CCCCC1 (piperidine). Yields the product N1(CCCCC1)C(=O)C1=CC=2C(=NC=C(C2)OCCCN2CCCCC2)N1 (Piperidin-1-yl-[5-(3-piperidin-1-yl-propoxy)-1H-pyrrolo[2,3-b]pyridin-2-yl]-methanone). Yield: 75.0%. As a reaction SMILES: Cl.[N:2]1([CH2:8][CH2:9][CH2:10][O:11][C:12]2[CH:13]=[C:14]3[CH:20]=[C:19]([C:21]([OH:23])=O)[NH:18][C:15]3=[N:16][CH:17]=2)[CH2:7][CH2:6][CH2:5][CH2:4][CH2:3]1.[NH:24]1[CH2:29][CH2:28][CH2:27][CH2:26][CH2:25]1>>[N:24]1([C:21]([C:19]2[NH:18][C:15]3=[N:16][CH:17]=[C:12]([O:11][CH2:10][CH2:9][CH2:8][N:2]4[CH2:3][CH2:4][CH2:5][CH2:6][CH2:7]4)[CH:13]=[C:14]3[CH:20]=2)=[O:23])[CH2:29][CH2:28][CH2:27][CH2:26][CH2:25]1 |f:0.1|. Reported procedure: The title compound was synthesized in analogy to example 1 from 5-(3-piperidin-1-yl-propoxy)-1H-pyrrolo[2,3-b]pyridine-2-carboxylic acid hydrochloride and piperidine to give the desired product as a light brown solid (75%).